Dataset: the Open Reaction Database (ORD), a public repository of structured organic reaction records. Task: describe an organic reaction: reactants, conditions, products, and yield The reactants are ClC=1C=C2C(=C(N(C2=CC1)S(=O)(=O)C1=CC=CC=C1)C(=O)OCC)S(=O)(=O)Cl (ethyl 5-chloro-3-(chlorosulfonyl)-1-(phenylsulfonyl)-1H-indole-2-carboxylate), CNCC1OCCOC1 ((±)-N-methyl-N-(1,4-dioxan-2-ylmethyl)amine), BrC=1C=C2C(=C(N(C2=CC1)S(=O)(=O)C1=CC=CC=C1)C(=O)OCC)S(=O)(=O)Cl (ethyl 5-bromo-3-(chlorosulfonyl)-1-(phenylsulfonyl)-1H-indole-2-carboxylate), Cl.CN (methylamine hydrochloride). The product is BrC=1C=C2C(=C(NC2=CC1)C(=O)N)S(=O)(=O)N(C)CC1OCCOC1 ((±)-5-Bromo-3-{[(1,4-dioxan-2-ylmethyl)(methyl)amino]sulfonyl}-1H-indole-2-carboxamide). As a reaction SMILES: ClC1C=C2C(=CC=1)[N:7](S(C1C=CC=CC=1)(=O)=O)C(C(OCC)=O)=C2S(Cl)(=O)=O.[Br:29][C:30]1[CH:31]=[C:32]2[C:36](=[CH:37][CH:38]=1)[N:35](S(C1C=CC=CC=1)(=O)=O)[C:34]([C:48]([O:50]CC)=O)=[C:33]2[S:53](Cl)(=[O:55])=[O:54].Cl.CN.[CH3:60][NH:61][CH2:62][CH:63]1[CH2:68][O:67][CH2:66][CH2:65][O:64]1>>[Br:29][C:30]1[CH:31]=[C:32]2[C:36](=[CH:37][CH:38]=1)[NH:35][C:34]([C:48]([NH2:7])=[O:50])=[C:33]2[S:53]([N:61]([CH2:62][CH:63]1[CH2:68][O:67][CH2:66][CH2:65][O:64]1)[CH3:60])(=[O:54])=[O:55] |f:2.3|. Reported procedure: Following the procedures described in Steps D and E of Example 1, replacing in Step D ethyl 5-chloro-3-(chlorosulfonyl)-1-(phenylsulfonyl)-1H-indole-2-carboxylate with ethyl 5-bromo-3-(chlorosulfonyl)-1-(phenylsulfonyl)-1H-indole-2-carboxylate, and methylamine hydrochloride with (±)-N-methyl-N-(1,4-dioxan-2-ylmethyl)amine, the title compound was obtained. Proton NMR for the product was consistent with the titled compound. ESI+ MS: 432.2 [M+H]+. Starting materials: O=C([O-])[O-], CS(C)=O, ClCc1cccs1, [K+], [K+], O, O=C1c2ccccc2C(=O)N1O. Yields the product O=C1c2ccccc2C(=O)N1OCc1cccs1. Reaction SMILES: [C:1](=[O:2])([O-:3])[O-:4].[CH3:27][S:28](=[O:29])[CH3:30].[Cl:19][CH2:20][c:21]1[s:22][cH:23][cH:24][cH:25]1.[K+:5].[K+:6].[OH2:26].[OH:7][N:8]1[C:9](=[O:18])[c:10]2[c:11]([cH:14][cH:15][cH:16][cH:17]2)[C:12]1=[O:13]>>[O:7]([N:8]1[C:9](=[O:18])[c:10]2[c:11]([cH:14][cH:15][cH:16][cH:17]2)[C:12]1=[O:13])[CH2:20][c:21]1[s:22][cH:23][cH:24][cH:25]1. Reactants: O1C(OCCC1)CO (1,3-dioxan-2-ylmethanol), C(C1=CC=CC=C1)OCC(C)=O (1-benzyloxy-2-propanone). The product is CC1(OCCCO1)CO ((2-methyl-1,3-dioxan-2-yl)methanol). Yield: 37.0%. Reaction SMILES: [O:1]1[CH2:6][CH2:5][CH2:4][O:3][CH:2]1[CH2:7][OH:8].[CH2:9](OCC(=O)C)C1C=CC=CC=1>>[CH3:9][C:2]1([CH2:7][OH:8])[O:3][CH2:4][CH2:5][CH2:6][O:1]1. Reported procedure: The same procedure as in the steps (32a) and (32b) of Example 32 was repeated using 1-benzyloxy-2-propanone to obtain the title compound (1.51 g, total yield: 37%) as a light yellow oil. Starting materials: C(C)(=O)N\C(\C(=O)OCC)=C(/C)\N(C)C ((E)-ethyl 2-acetamido-3-(dimethylamino)but-2-enoate), C(C)(=O)N\C(\C(=O)OCC)=C(/C)\N(C)C ((E)-ethyl 2-acetamido-3-(dimethylamino)but-2-enoate), C1(CCCC1)N (cyclopentylamine). Solvent: CC(=O)O (AcOH), O (water). Product: C(C)(=O)N\C(\C(=O)OCC)=C(/C)\NC1CCCC1 ((E)-Ethyl 2-acetamido-3-(cyclopentylamino)but-2-enoate). Reaction SMILES: [C:1]([NH:4]/[C:5](=[C:11](/[N:13]([CH3:15])C)\[CH3:12])/[C:6]([O:8][CH2:9][CH3:10])=[O:7])(=[O:3])[CH3:2].[CH:16]1(N)[CH2:20]C[CH2:18][CH2:17]1>CC(O)=O.O>[C:1]([NH:4]/[C:5](=[C:11](/[NH:13][CH:15]1[CH2:18][CH2:17][CH2:16][CH2:20]1)\[CH3:12])/[C:6]([O:8][CH2:9][CH3:10])=[O:7])(=[O:3])[CH3:2]. Procedure details: (E)-ethyl 2-acetamido-3-(dimethylamino)but-2-enoate (compound 16, 1 g, 4.67 mmol) and cyclopentylamine (0.5 mL) were stirred at room temperature in AcOH (10 mL) for overnight. The reaction mixture was diluted slowly with water (10 mL) and evaporated under reduced pressure to obtain the desired product as a dark brown oil, which could be used without any further purification for the next step. Reactants: BrC1=C(C=C(N)C=C1)F (4-Bromo-3-fluoroaniline), CN1C(=CC=C1C#N)B(O)O (1-methyl-5-cyano-2-pyrroleboronic acid), [F-].[K+] (KF). The reagents and catalysts are C=1C=CC(=CC1)/C=C/C(=O)/C=C/C2=CC=CC=C2.C=1C=CC(=CC1)/C=C/C(=O)/C=C/C2=CC=CC=C2.C=1C=CC(=CC1)/C=C/C(=O)/C=C/C2=CC=CC=C2.[Pd].[Pd] (Pd2(dba)3). Conditions: temperature 25 celsius, time 16 hour. Product: NC1=CC(=C(C=C1)C1=CC=C(N1C)C#N)F (5-(4-amino-2-fluorophenyl)-1-methyl-1H-pyrrole-2-carbonitrile). Isolated yield 97.6%. As a reaction SMILES: Br[C:2]1[CH:8]=[CH:7][C:5]([NH2:6])=[CH:4][C:3]=1[F:9].[CH3:10][N:11]1[C:15]([C:16]#[N:17])=[CH:14][CH:13]=[C:12]1B(O)O.[F-].[K+]>C1C=CC(/C=C/C(/C=C/C2C=CC=CC=2)=O)=CC=1.C1C=CC(/C=C/C(/C=C/C2C=CC=CC=2)=O)=CC=1.C1C=CC(/C=C/C(/C=C/C2C=CC=CC=2)=O)=CC=1.[Pd].[Pd]>[NH2:6][C:5]1[CH:7]=[CH:8][C:2]([C:12]2[N:11]([CH3:10])[C:15]([C:16]#[N:17])=[CH:14][CH:13]=2)=[C:3]([F:9])[CH:4]=1 |f:2.3,4.5.6.7.8|. Procedure: 4-Bromo-3-fluoroaniline (0.95 g, 5.0 mmol), 1-methyl-5-cyano-2-pyrroleboronic acid (1.35 g, 9.0 mmol), KF (0.96 g, 16.5 mmol), and Pd2(dba)3 (120 mg, 0.125 mmol) were added to a 50 mL round bottom flask under nitrogen. The flask was sealed and purged with nitrogen for 5 minutes. THF (12.5 mL) was added and the mixture was purged with nitrogen for an additional 5 minutes. A solution of tri-t-butylphosphine (10% wt in hexanes) (0.74 mL, 0.25 mmol) was added via syringe and the mixture was stirred ... Isolated yield 84.7%. Procedure details: A mixture of 8-nitro-1,3,4,5-tetrahydro-1-benzazepin-2-one (1.72 g, 8.34 mmol) and N,N,N′,N′-Tetramethylethylenediamine (5.02 mL, 33.3 mmol) in methylene chloride (25 mL) was chilled to −20° C. and iodotrimethylsilane (5.32 g, 26.6 mmol) was added. The mixture became homogeneous and was stirred for 30 min before adding iodine (3.17 g, 12.5 mol). After stirring for 2 h at 0° C., the reaction was quenched with 10% aqueous Na2S2O3 and the mixture was filtered. The solid residue was washed with wate... Reaction conditions: temperature -20 celsius, time 30 minute. Starting materials: II (iodine), [N+](=O)([O-])C1=CC2=C(CCCC(N2)=O)C=C1 (8-nitro-1,3,4,5-tetrahydro-1-benzazepin-2-one), CN(CCN(C)C)C (N,N,N′,N′-Tetramethylethylenediamine), I[Si](C)(C)C (iodotrimethylsilane). Yields the product IC1CCC2=C(NC1=O)C=C(C=C2)[N+](=O)[O-] (3-iodo-8-nitro-1,3,4,5-tetrahydro-benzo[b]azepin-2-one). Solvent: C(Cl)Cl (methylene chloride). RXN SMILES: [N+:1]([C:4]1[CH:15]=[CH:14][C:7]2[CH2:8][CH2:9][CH2:10][C:11](=[O:13])[NH:12][C:6]=2[CH:5]=1)([O-:3])=[O:2].CN(C)CCN(C)C.[I:24][Si](C)(C)C.II>C(Cl)Cl>[I:24][CH:10]1[C:11](=[O:13])[NH:12][C:6]2[CH:5]=[C:4]([N+:1]([O-:3])=[O:2])[CH:15]=[CH:14][C:7]=2[CH2:8][CH2:9]1. Yield: 51.0%. Conditions: temperature 100 celsius, time 20 hour. The solvent is C1CCCCCCC1. Starting materials: O=C(OC(C)(C)C)N1CCC1. Yields the product O=C(OC(C)(C)C)N1CC(B2OC(C)(C)C(O2)(C)C)C1. Reagents/catalysts: O1B(OC(C)(C)C1(C)C)B2OC(C)(C)C(O2)(C)C, N=1C=CC=C2C=CC=3C=CC(=NC3C12)C, C[OH2+].C[OH2+].C1CC=CCCC=C1.C1CC=CCCC=C1.[Ir].[Ir]. Starting materials: CC(C)(C)[Si](C)(C)Cl, CN(C)c1ccccn1, CN(C)C=O, O, C#CC(C)(C)O, c1c[nH]cn1. The product is C#CC(C)(C)O[Si](C)(C)C(C)(C)C. Reaction SMILES: [C:12]([CH3:13])([CH3:14])([CH3:15])[Si:16]([CH3:17])([CH3:18])[Cl:19].[CH3:20][N:21]([c:22]1[cH:23][cH:24][cH:25][cH:26][n:27]1)[CH3:28].[CH3:30][N:31]([CH3:32])[CH:33]=[O:34].[OH2:29].[OH:1][C:2]([C:3]#[CH:4])([CH3:5])[CH3:6].[nH:7]1[cH:8][cH:9][n:10][cH:11]1>>[O:1]([C:2]([C:3]#[CH:4])([CH3:5])[CH3:6])[Si:16]([C:12]([CH3:13])([CH3:14])[CH3:15])([CH3:17])[CH3:18]. Starting materials: CCCC[Sn]CCCC, CCCCCCOCCCCCC, CCCCCCO, O=C=O. The product is CCCCCCOC(=O)OCCCCCC. RXN SMILES: [CH2:14]([Sn:15][CH2:16][CH2:17][CH2:18][CH3:19])[CH2:20][CH2:21][CH3:22].[CH2:1]([CH2:2][CH2:3][CH2:4][CH2:5][CH3:6])[O:7][CH2:8][CH2:9][CH2:10][CH2:11][CH2:12][CH3:13].[CH2:23]([CH2:24][CH2:25][CH2:26][CH2:27][CH3:28])[OH:29].[O:30]=[C:31]=[O:32]>>[C:1]([O:7][CH2:8][CH2:9][CH2:10][CH2:11][CH2:12][CH3:13])([O:29][CH2:23][CH2:24][CH2:25][CH2:26][CH2:27][CH3:28])=[O:30]. The reactants are CC1=CC2=C(N(CCCC2=O)C(=O)OC(C)C)C=C1C(F)(F)F (isopropyl 7-methyl-5-oxo-8-trifluoromethyl-2,3,4,5-tetrahydrobenzo[b]azepine-1-carboxylate), [Cl-].[Na+] (sodium chloride). The solvent is O (water), CS(=O)C (dimethyl sulfoxide), O (water). The product is CC1=CC2=C(NCCCC2=O)C=C1C(F)(F)F (7-Methyl-8-trifluoromethyl-1,2,3,4-tetrahydrobenzo[b]azepin-5-one). Yield: 79.9%. As a reaction SMILES: [CH3:1][C:2]1[C:19]([C:20]([F:23])([F:22])[F:21])=[CH:18][C:5]2[N:6](C(OC(C)C)=O)[CH2:7][CH2:8][CH2:9][C:10](=[O:11])[C:4]=2[CH:3]=1.[Cl-].[Na+]>O.CS(C)=O>[CH3:1][C:2]1[C:19]([C:20]([F:23])([F:21])[F:22])=[CH:18][C:5]2[NH:6][CH2:7][CH2:8][CH2:9][C:10](=[O:11])[C:4]=2[CH:3]=1 |f:1.2|. Procedure details: Heat a degassed mixture of isopropyl 7-methyl-5-oxo-8-trifluoromethyl-2,3,4,5-tetrahydrobenzo[b]azepine-1-carboxylate (6.68 g, 20.28 mmol) and sodium chloride (37.5 g) in water (7 mL) and dimethyl sulfoxide (180 mL) at reflux under nitrogen for 5 h. Dilute the cooled mixture with water (500 mL) and extract with ethyl acetate (2×300 mL). Wash the combined organic extracts with brine (200 mL), dry over anhydrous sodium sulfate and filter. Remove the solvents under reduced pressure and purify the r...